From a dataset of the Open Reaction Database (ORD), a public repository of structured organic reaction records. describe an organic reaction: reactants, conditions, products, and yield Reactants: [Cu]C#N (copper(I) cyanide), [Cl-].[Li+] (lithium chloride), O1CCCC1 (tetrahydrofuran), C1C=CCCC1 (2-cyclohexen), C[Si](C)(C)Cl (trimethylsilyl chloride), Cl (hydrochloric acid), C(C)(C)[Mg]Cl (isopropylmagnesium chloride), BrC1=C(C=C(C(=O)OC(C)(C)C)C=C1)Cl (tert-butyl 4-bromo-3-chlorobenzoate), O1CCCC1 (tetrahydrofuran). Solvent: C(C)(=O)OCC (ethyl acetate). Conditions: time 1 hour. Product: ClC=1C=C(C(=O)OC(C)(C)C)C=CC1C1CC(CCC1)=O (tert-butyl 3-chloro-4-(3-oxocyclohexyl)benzoate). Reaction SMILES: Br[C:2]1[CH:14]=[CH:13][C:5]([C:6]([O:8][C:9]([CH3:12])([CH3:11])[CH3:10])=[O:7])=[CH:4][C:3]=1[Cl:15].[CH:16]([Mg]Cl)([CH3:18])[CH3:17].[Cu]C#N.[Cl-].[Li+].C1CCCC=C1.C[Si](Cl)(C)C.Cl.[O:38]1C[CH2:41][CH2:40][CH2:39]1>C(OCC)(=O)C>[Cl:15][C:3]1[CH:4]=[C:5]([CH:13]=[CH:14][C:2]=1[CH:16]1[CH2:18][CH2:41][CH2:40][C:39](=[O:38])[CH2:17]1)[C:6]([O:8][C:9]([CH3:12])([CH3:11])[CH3:10])=[O:7] |f:3.4|. Reported procedure: To a mixture of tert-butyl 4-bromo-3-chlorobenzoate (4.00 g, 13.70 mmol) in anhydrous tetrahydrofuran (40 mL) was added isopropylmagnesium chloride (1.3 M solution in tetrahydrofuran, 13.8 mL, 17.9 mmol) at −40° C. The reaction mixture was warmed to ambient temperature and stirred for 1 hour. To this mixture was then added a solution of copper(I) cyanide (1.35 g, 15.10 mmol) and lithium chloride (1.28 g, 30.20 mmol) in anhydrous tetrahydrofuran (5 mL) at 0° C. The reaction mixture was stirred fo... Reactants: CCOc1cc(OCC)nc(-c2ccc(C=O)cc2)n1, Cc1ccc(-c2nc3cc(C)ccc3o2)cc1, CN(C)C=O, CO, Nc1ccc(Cl)cc1, [K+], [OH-], O. The product is CCOc1cc(OCC)nc(-c2ccc(C=Cc3ccc(-c4nc5cc(C)ccc5o4)cc3)cc2)n1. Reaction SMILES: [CH2:1]([CH3:2])[O:3][c:4]1[n:5][c:6](-[c:13]2[cH:14][cH:15][c:16]([CH:19]=[O:20])[cH:17][cH:18]2)[n:7][c:8]([O:10][CH2:11][CH3:12])[cH:9]1.[CH3:29][c:30]1[cH:31][cH:32][c:33]2[c:34]([n:35][c:36](-[c:38]3[cH:39][cH:40][c:41]([CH3:44])[cH:42][cH:43]3)[o:37]2)[cH:45]1.[CH3:48][N:49]([CH3:50])[CH:51]=[O:52].[CH3:53][OH:54].[Cl:21][c:22]1[cH:23][cH:24][c:25]([NH2:26])[cH:27][cH:28]1.[K+:47].[OH-:46].[OH2:55]>>[CH2:1]([CH3:2])[O:3][c:4]1[n:5][c:6](-[c:13]2[cH:14][cH:15][c:16]([CH:19]=[CH:44][c:41]3[cH:40][cH:39][c:38](-[c:36]4[n:35][c:34]5[c:33]([cH:32][cH:31][c:30]([CH3:29])[cH:45]5)[o:37]4)[cH:43][cH:42]3)[cH:17][cH:18]2)[n:7][c:8]([O:10][CH2:11][CH3:12])[cH:9]1.